Task: describe an organic reaction: reactants, conditions, products, and yield. Dataset: the Open Reaction Database (ORD), a public repository of structured organic reaction records Reactants: [Pb].[N] (nitrogen lead), C(C=C)(=O)NCC=1C(=C(C(=O)C2=CC=CC=C2)C=CC1OC)O (acrylamido methyl-4-methoxy-2-hydroxy benzophenone), C(C(=C)C)(=O)OCCCCCCCCCCCCCCCCCC (stearyl methacrylate), N(=NC(C#N)(C)C)C(C#N)(C)C (azobis-isobutyronitrile). Solvent: CC(=O)C (acetone). Yields the product C(C=C)(=O)NCC=1C(=C(C(=O)C2=CC=CC=C2)C=CC1OC)O.C(C(=C)C)(=O)OCCCCCCCCCCCCCCCCCC (acrylamido methyl-4-methoxy-2-hydroxy benzophenone stearyl methacrylate). As a reaction SMILES: [Pb].[N].[C:3]([NH:7][CH2:8][C:9]1[C:10]([OH:25])=[C:11]([CH:20]=[CH:21][C:22]=1[O:23][CH3:24])[C:12]([C:14]1[CH:19]=[CH:18][CH:17]=[CH:16][CH:15]=1)=[O:13])(=[O:6])[CH:4]=[CH2:5].[C:26]([O:31][CH2:32][CH2:33][CH2:34][CH2:35][CH2:36][CH2:37][CH2:38][CH2:39][CH2:40][CH2:41][CH2:42][CH2:43][CH2:44][CH2:45][CH2:46][CH2:47][CH2:48][CH3:49])(=[O:30])[C:27]([CH3:29])=[CH2:28].N(C(C)(C)C#N)=NC(C)(C)C#N>CC(C)=O>[C:3]([NH:7][CH2:8][C:9]1[C:10]([OH:25])=[C:11]([CH:20]=[CH:21][C:22]=1[O:23][CH3:24])[C:12]([C:14]1[CH:19]=[CH:18][CH:17]=[CH:16][CH:15]=1)=[O:13])(=[O:6])[CH:4]=[CH2:5].[C:26]([O:31][CH2:32][CH2:33][CH2:34][CH2:35][CH2:36][CH2:37][CH2:38][CH2:39][CH2:40][CH2:41][CH2:42][CH2:43][CH2:44][CH2:45][CH2:46][CH2:47][CH2:48][CH3:49])(=[O:30])[C:27]([CH3:29])=[CH2:28] |f:0.1,6.7,^3:0|. Procedure: Into a 50 ml flask provided with a condenser, a nitrogen lead in tube and an agitator, there are introduced 2.5 g of acrylamido methyl-4-methoxy-2-hydroxy benzophenone, 2.5 g of stearyl methacrylate and 0.2 g of azobis-isobutyronitrile in solution in 10 g of acetone. The reactants are O=C1N(C(SC1=CC1=CC(=CC=C1)OCC(=O)O)=S)NC1=NS(C2=C1C=CC=C2)(=O)=O (3-[(4-oxo-5-(3-(carboxymethyloxy)benzylidene)-2-thioxothiazolidin-3-yl)amino]-1,2-benzothiazole 1,1-dioxide), C(C1=CC=CC=C1)N (benzylamine), ON1N=NC2=C1C=CC=C2 (1-hydroxybenzotriazole), Cl.C(C)N=C=NCCCN(C)C (1-ethyl-3-(3-dimethylaminopropyl)carbodiimide hydrochloride), ice water. Solvent: CN(C=O)C (N,N-dimethylformamide). Yields the product O=C1N(C(SC1=CC1=CC(=CC=C1)OC(C(=O)N)CC1=CC=CC=C1)=S)NC1=NS(C2=C1C=CC=C2)(=O)=O (3-[(4-oxo-5-(3-(benzyl aminocarbonylmethyloxy)benzylidene)-2-thioxothiazolidin-3-yl)amino]-1,2-benzothiazole 1,1-dioxide). Yield: 84.2%. Reaction SMILES: [O:1]=[C:2]1[C:6](=[CH:7][C:8]2[CH:13]=[CH:12][CH:11]=[C:10]([O:14][CH2:15][C:16](O)=[O:17])[CH:9]=2)[S:5][C:4](=[S:19])[N:3]1[NH:20][C:21]1[C:25]2[CH:26]=[CH:27][CH:28]=[CH:29][C:24]=2[S:23](=[O:31])(=[O:30])[N:22]=1.[CH2:32](N)[C:33]1[CH:38]=[CH:37][CH:36]=[CH:35][CH:34]=1.O[N:41]1C2C=CC=CC=2N=N1.Cl.C(N=C=NCCCN(C)C)C>CN(C)C=O>[O:1]=[C:2]1[C:6](=[CH:7][C:8]2[CH:13]=[CH:12][CH:11]=[C:10]([O:14][CH:15]([CH2:32][C:33]3[CH:38]=[CH:37][CH:36]=[CH:35][CH:34]=3)[C:16]([NH2:41])=[O:17])[CH:9]=2)[S:5][C:4](=[S:19])[N:3]1[NH:20][C:21]1[C:25]2[CH:26]=[CH:27][CH:28]=[CH:29][C:24]=2[S:23](=[O:31])(=[O:30])[N:22]=1 |f:3.4|. Procedure details: To a solution of 3-[(4-oxo-5-(3-(carboxymethyloxy)benzylidene)-2-thioxothiazolidin-3-yl)amino]-1,2-benzothiazole 1,1-dioxide (34 mg) obtained in Example 174 and benzylamine (8 mg) in N,N-dimethylformamide (1 ml) were added 1-hydroxybenzotriazole (10 mg) and 1-ethyl-3-(3-dimethylaminopropyl)carbodiimide hydrochloride (14 mg) with stirring under ice cooling, and the mixture was stirred overnight at room temperature. The reaction mixture was poured into ice water (20 ml), and the mixture was extrac...